Dataset: the Open Reaction Database (ORD), a public repository of structured organic reaction records. Task: describe an organic reaction: reactants, conditions, products, and yield Reactants: O=C1C2=C(OC13CC3)C=CC(=C2)C(=O)N2CCN(CC2)CC2=CC(=C(C(=C2)OC)OC)OC (1-[3-oxospiro[benzofuran-2(3H), 1'-cyclopropan]-5-ylcarbonyl]-4-(3,4,5-trimethoxybenzyl)piperazine), [BH4-].[Na+] (sodium borohydride). The solvent is C(Cl)Cl (methylene chloride), CO (methanol). Yields the product OC1C2=C(OC13CC3)C=CC(=C2)C(=O)N2CCN(CC2)CC2=CC(=C(C(=C2)OC)OC)OC (1-[3-hydroxyspiro[benzofuran-2(3H), 1'-cyclopropan]-5-ylcarbonyl]-4-(3,4,5-trimethoxybenzyl)piperazine). Yield: 95.6%. Reaction SMILES: [O:1]=[C:2]1[C:6]2([CH2:8][CH2:7]2)[O:5][C:4]2[CH:9]=[CH:10][C:11]([C:13]([N:15]3[CH2:20][CH2:19][N:18]([CH2:21][C:22]4[CH:27]=[C:26]([O:28][CH3:29])[C:25]([O:30][CH3:31])=[C:24]([O:32][CH3:33])[CH:23]=4)[CH2:17][CH2:16]3)=[O:14])=[CH:12][C:3]1=2.[BH4-].[Na+]>C(Cl)Cl.CO>[OH:1][CH:2]1[C:6]2([CH2:7][CH2:8]2)[O:5][C:4]2[CH:9]=[CH:10][C:11]([C:13]([N:15]3[CH2:20][CH2:19][N:18]([CH2:21][C:22]4[CH:23]=[C:24]([O:32][CH3:33])[C:25]([O:30][CH3:31])=[C:26]([O:28][CH3:29])[CH:27]=4)[CH2:17][CH2:16]3)=[O:14])=[CH:12][C:3]1=2 |f:1.2|. Procedure: In a mixture of methylene chloride (2 ml) and methanol (10 ml) is dissolved 1-[3-oxospiro[benzofuran-2(3H), 1'-cyclopropan]-5-ylcarbonyl]-4-(3,4,5-trimethoxybenzyl)piperazine (0.5 g). To the solution is added, while stirring under ice-cooling, sodium borohydride (0.2 g). The reaction mixture is concentrated under reduced pressure. After addition of water (50 ml), the residue is extracted with ethyl acetate. The extract is washed with water, dried, and concentrated to give 1-[3-hydroxyspiro[benzo... The reactants are ClC=1C=C(C=CC1Cl)C(C(=O)C1=C(N=NN1)C1=CC=CC=C1)CCN1CCC(CC1)(C1=CC=CC=C1)O (5-[2-(3,4-Dichlorophenyl)-4-(4-hydroxy-4-phenyl-piperidino)butyroyl]-4-phenyl-(1H)-1,2,3-triazole), ClC=1C=C(C=CC1Cl)C(C(C#CC1=CC=CC=C1)=O)CCN1CCC(CC1)(C1=CC=CC=C1)O (4-(3,4-dichlorophenyl)-6-(4-hydroxy-4-phenyl-piperidino)-1-phenyl-1-hexyn-3-one), [N-]=[N+]=[N-].[Na+] (sodium azide). Run in CN(C=O)C (N,N-dimethylformamide), CN(C=O)C (N,N-dimethylformamide). Run at temperature 35 celsius, time 3 hour. Product: Cl.Cl.ClC=1C=C(C=CC1Cl)C(C(O)C=1N=NNC1C1=CC=CC=C1)CCN1CCC(CC1)(C1=CC=CC=C1)O (4-[(1RS,2RS)-2-(3,4-Dichlorophenyl)-1-hydroxy-4-(4-hydroxy-4-phenylpiperidino)butyl]-5-phenyl-(1H)-1,2,3-triazole bishydrochloride). Isolated yield 83.0%. RXN SMILES: [Cl:1][C:2]1[CH:3]=[C:4]([CH:9]([CH2:23][CH2:24][N:25]2[CH2:30][CH2:29][C:28]([OH:37])([C:31]3[CH:36]=[CH:35][CH:34]=[CH:33][CH:32]=3)[CH2:27][CH2:26]2)[C:10]([C:12]2[NH:16][N:15]=[N:14][C:13]=2[C:17]2[CH:22]=[CH:21][CH:20]=[CH:19][CH:18]=2)=[O:11])[CH:5]=[CH:6][C:7]=1[Cl:8].[N-]=[N+]=[N-].[Na+].[Cl:42]C1C=C(C(CCN2CCC(O)(C3C=CC=CC=3)CC2)C(=O)C#CC2C=CC=CC=2)C=CC=1Cl>CN(C)C=O>[ClH:1].[ClH:42].[Cl:1][C:2]1[CH:3]=[C:4]([CH:9]([CH2:23][CH2:24][N:25]2[CH2:30][CH2:29][C:28]([OH:37])([C:31]3[CH:32]=[CH:33][CH:34]=[CH:35][CH:36]=3)[CH2:27][CH2:26]2)[CH:10]([C:12]2[N:16]=[N:15][NH:14][C:13]=2[C:17]2[CH:18]=[CH:19][CH:20]=[CH:21][CH:22]=2)[OH:11])[CH:5]=[CH:6][C:7]=1[Cl:8] |f:1.2,5.6.7|. Procedure details: 5-[2-(3,4-Dichlorophenyl)-4-(4-hydroxy-4-phenyl-piperidino)butyroyl]-4-phenyl-(1H)-1,2,3-triazole. A suspension of sodium azide (38 mg) in N,N-dimethylformamide (1 mL) was treated dropwise with a solution of 4-(3,4-dichlorophenyl)-6-(4-hydroxy-4-phenyl-piperidino)-1-phenyl-1-hexyn-3-one (287 mg) in N,N-dimethylformamide (4 mL). The reaction mixture was warmed to 35° C. and was stirred for 3 hours. The reaction was quenched by addition of water and extracted with ethyl acetate. The organic extrac... Starting materials: C1CCOC1, N=C(Nc1ccc(Cl)cc1)NC(Cn1ccnc1)c1ccc(Cl)cc1Cl, NCc1ccc(Cl)cc1, Cl. Product: O=C(N=C(Nc1ccc(Cl)cc1)NC(Cn1ccnc1)c1ccc(Cl)cc1Cl)NCc1ccc(Cl)cc1. RXN SMILES: [CH2:37]1[CH2:39][CH2:38][CH2:40][O:41]1.[Cl:1][c:2]1[c:3]([CH:9]([CH2:10][n:11]2[cH:12][n:13][cH:14][cH:15]2)[NH:16][C:17](=[NH:18])[NH:19][c:20]2[cH:21][cH:22][c:23]([Cl:26])[cH:24][cH:25]2)[cH:4][cH:5][c:6]([Cl:8])[cH:7]1.[Cl:27][c:28]1[cH:29][cH:30][c:31]([CH2:34][NH2:35])[cH:32][cH:33]1.[ClH:36]>>[Cl:1][c:2]1[c:3]([CH:9]([CH2:10][n:11]2[cH:12][n:13][cH:14][cH:15]2)[NH:16][C:17](=[N:18][C:40]([NH:35][CH2:34][c:31]2[cH:30][cH:29][c:28]([Cl:27])[cH:33][cH:32]2)=[O:41])[NH:19][c:20]2[cH:21][cH:22][c:23]([Cl:26])[cH:24][cH:25]2)[cH:4][cH:5][c:6]([Cl:8])[cH:7]1. Starting materials: [Br-].C(CCCCCCCCCCCCCCCCC)[N+]1=CSC=C1 (N-octadecylthiazolium bromide), Cl(=O)(=O)(=O)[O-].[Na+] (sodium perchlorate). The solvent is CO (methanol). Product: Cl(=O)(=O)(=O)[O-].C(CCCCCCCCCCCCCCCCC)[N+]1=CSC=C1 (N-octadecylthiazolium perchlorate). Isolated yield 70.5%. RXN SMILES: [Br-].[CH2:2]([N+:20]1[CH:24]=[CH:23][S:22][CH:21]=1)[CH2:3][CH2:4][CH2:5][CH2:6][CH2:7][CH2:8][CH2:9][CH2:10][CH2:11][CH2:12][CH2:13][CH2:14][CH2:15][CH2:16][CH2:17][CH2:18][CH3:19].[Cl:25]([O-:29])(=[O:28])(=[O:27])=[O:26].[Na+]>CO>[Cl:25]([O-:29])(=[O:28])(=[O:27])=[O:26].[CH2:2]([N+:20]1[CH:24]=[CH:23][S:22][CH:21]=1)[CH2:3][CH2:4][CH2:5][CH2:6][CH2:7][CH2:8][CH2:9][CH2:10][CH2:11][CH2:12][CH2:13][CH2:14][CH2:15][CH2:16][CH2:17][CH2:18][CH3:19] |f:0.1,2.3,5.6|. Procedure: In a 100 ml flask equipped with a stirrer, a condenser and a calcium chloride dryer tube were charged 4.2 g of N-octadecylthiazolium bromide synthesized in Synthetic example 32 and 10.0 g of methanol, and then, 2.1 g of sodium perchlorate was added to the mixture. After the addition, the mixture was refluxed for 30 minutes. After cooling the reaction mixture to room temperature, precipitated crystals were collected by filtration under reduced pressure. The resulting crystals were washed with ace... Reactants: NC(Cc1ccc(O)cc1)C(=O)OCc1ccccc1, CC(N)C(=O)OCc1ccccc1, COC(=O)CCC(C)C(=O)NC(Cc1ccc(O)cc1)C(=O)O. Yields the product CC(CCC(=O)O)C(=O)NC(Cc1ccc(O)cc1)C(=O)O. RXN SMILES: [CH2:1]([O:2][C:3](=[O:4])[CH:5]([CH2:6][c:7]1[cH:8][cH:9][c:10]([OH:11])[cH:12][cH:13]1)[NH2:14])[c:15]1[cH:16][cH:17][cH:18][cH:19][cH:20]1.[CH2:21]([O:22][C:23](=[O:24])[CH:25]([CH3:26])[NH2:27])[c:28]1[cH:29][cH:30][cH:31][cH:32][cH:33]1.[CH3:34][O:35][C:36](=[O:37])[CH2:38][CH2:39][CH:40]([C:41](=[O:42])[NH:43][CH:44]([CH2:45][c:46]1[cH:47][cH:48][c:49]([OH:52])[cH:50][cH:51]1)[C:53](=[O:54])[OH:55])[CH3:56]>>[O:35]=[C:36]([OH:37])[CH2:38][CH2:39][CH:40]([C:41](=[O:42])[NH:43][CH:44]([CH2:45][c:46]1[cH:47][cH:48][c:49]([OH:52])[cH:50][cH:51]1)[C:53](=[O:54])[OH:55])[CH3:56]. The reactants are C1(CC1)C1=NOC(=N1)C1CN(CC(C1)C1=CC=C(C=C1)C(F)(F)F)C(=O)OC(C)(C)C (tert-Butyl 3-(3-cyclopropyl-1,2,4-oxadiazol-5-yl)-5-[4-(trifluoromethyl)phenyl]piperidine-1-carboxylate), FC(C(=O)O)(F)F (trifluoroacetic acid). Solvent: ClCCl (dichloromethane). Conditions: time 16 hour. The product is C1(CC1)C1=NOC(=N1)C1CNCC(C1)C1=CC=C(C=C1)C(F)(F)F (3-(3-Cyclopropyl-1,2,4-oxadiazol-5-yl)-5-[4-(trifluoromethyl)phenyl]piperidine). RXN SMILES: [CH:1]1([C:4]2[N:8]=[C:7]([CH:9]3[CH2:14][CH:13]([C:15]4[CH:20]=[CH:19][C:18]([C:21]([F:24])([F:23])[F:22])=[CH:17][CH:16]=4)[CH2:12][N:11](C(OC(C)(C)C)=O)[CH2:10]3)[O:6][N:5]=2)[CH2:3][CH2:2]1.FC(F)(F)C(O)=O>ClCCl>[CH:1]1([C:4]2[N:8]=[C:7]([CH:9]3[CH2:14][CH:13]([C:15]4[CH:16]=[CH:17][C:18]([C:21]([F:22])([F:24])[F:23])=[CH:19][CH:20]=4)[CH2:12][NH:11][CH2:10]3)[O:6][N:5]=2)[CH2:2][CH2:3]1. Reported procedure: 3.23 g (7.38 mmol) of the compound from Example 182A were initially charged in 60 ml of dichloromethane and, at RT, reacted with 5.7 ml (8.42 g, 73.8 mmol) of trifluoroacetic acid. The reaction mixture was stirred at RT for 16 h and then concentrated under reduced pressure. The residue was taken up in ethyl acetate, washed with saturated aqueous sodium bicarbonate solution, dried over magnesium sulphate, filtered and concentrated under reduced pressure. Yield: 2.48 g (92% of theory) The reactants are [Cl-].C(C)(C)OC=1C=C(C=CC1)[C@H](C)[NH3+] ((S)-1-(3-isopropoxyphenyl)ethanaminium chloride), C(C)(C)(C)OC(=O)C1=C(C=CC=C1)C1=CC=C(C=C1)CN1C(=C(C2=CC(=CC=C12)C(=O)O)C)C (1-((2′-(tert-butoxycarbonyl)-[1,1′-biphenyl]-4-yl)methyl)-2,3-dimethyl-1H-indole-5-carboxylic acid), C(C)(C)(C)OC(=O)C1=C(C=CC=C1)C1=CC=C(C=C1)CN1C(=C(C2=CC(=CC=C12)C(=O)O)C)C (1-((2′-(tert-butoxycarbonyl)-[1,1′-biphenyl]-4-yl)methyl)-2,3-dimethyl-1H-indole-5-carboxylic acid). Product: C(C)(C)OC=1C=C(C=CC1)[C@H](C)NC(=O)C=1C=C2C(=C(N(C2=CC1)CC1=CC=C(C=C1)C=1C(=CC=CC1)C(=O)O)C)C ((S)-4′-((5-((1-(3-isopropoxyphenyl)ethyl)carbamoyl)-2,3-dimethyl-1H-indol-1-yl)methyl)-[1,1′-biphenyl]-2-carboxylic acid). As a reaction SMILES: [Cl-].[CH:2]([O:5][C:6]1[CH:7]=[C:8]([C@@H:12]([NH3+:14])[CH3:13])[CH:9]=[CH:10][CH:11]=1)([CH3:4])[CH3:3].C([O:19][C:20]([C:22]1[CH:27]=[CH:26][CH:25]=[CH:24][C:23]=1[C:28]1[CH:33]=[CH:32][C:31]([CH2:34][N:35]2[C:43]3[C:38](=[CH:39][C:40]([C:44](O)=[O:45])=[CH:41][CH:42]=3)[C:37]([CH3:47])=[C:36]2[CH3:48])=[CH:30][CH:29]=1)=[O:21])(C)(C)C>>[CH:2]([O:5][C:6]1[CH:7]=[C:8]([C@@H:12]([NH:14][C:44]([C:40]2[CH:39]=[C:38]3[C:43](=[CH:42][CH:41]=2)[N:35]([CH2:34][C:31]2[CH:30]=[CH:29][C:28]([C:23]4[C:22]([C:20]([OH:21])=[O:19])=[CH:27][CH:26]=[CH:25][CH:24]=4)=[CH:33][CH:32]=2)[C:36]([CH3:48])=[C:37]3[CH3:47])=[O:45])[CH3:13])[CH:9]=[CH:10][CH:11]=1)([CH3:4])[CH3:3] |f:0.1|. Reported procedure: The title compound was prepared following the same general synthetic procedure as described in Steps 3-4, Example 2, starting with (S)-1-(3-isopropoxyphenyl)ethanaminium chloride and 1-((2′-(tert-butoxycarbonyl)-[1,1′-biphenyl]-4-yl)methyl)-2,3-dimethyl-1H-indole-5-carboxylic acid instead of (S)-1-(4-(tert-butyl)phenyl)ethanaminium chloride and 1-((2′-(tert-butoxycarbonyl)-[1,1′-biphenyl]-4-yl)methyl)-2,3-dimethyl-1H-indole-5-carboxylic acid. ESI-MS (m/z): 560 [M+1]+. Reactants: C(C)NCC (Diethylamine), C(C1=CC=CC=C1)ON[C@@H]1C=C(C(N(C1)C(=O)OCC1C2=CC=CC=C2C=2C=CC=CC12)C(N)=O)CO[Si](C)(C)C(C)(C)C ((5R)-(9H-fluoren-9-yl)methyl 5-((benzyloxy)amino)-3-(((tert-butyldimethylsilyl)oxy)methyl)-2-carbamoyl-5,6-dihydropyridine-1(2H)-carboxylate), C(C1=CC=CC=C1)ON[C@@H]1C=C(C(N(C1)C(=O)OCC1C2=CC=CC=C2C=2C=CC=CC12)C(N)=O)CO[Si](C)(C)C(C)(C)C ((5R)-(9H-fluoren-9-yl)methyl 5-((benzyloxy)amino)-3-(((tert-butyldimethylsilyl)oxy)methyl)-2-carbamoyl-5,6-dihydropyridine-1(2H)-carboxylate). Run in C(Cl)Cl (DCM). Reaction conditions: time 8 hour. Yields the product C(C1=CC=CC=C1)ON[C@@H]1C=C(C(NC1)C(=O)N)CO[Si](C)(C)C(C)(C)C ((5R)-5-((benzyloxy)amino)-3-(((tert-butyldimethylsilyl)oxy)methyl)-1,2,5,6-tetrahydropyridine-2-carboxamide). The yield is 91.2%. As a reaction SMILES: C(NCC)C.[CH2:6]([O:13][NH:14][C@H:15]1[CH2:20][N:19](C(OCC2C3C=CC=CC=3C3C2=CC=CC=3)=O)[CH:18]([C:38](=[O:40])[NH2:39])[C:17]([CH2:41][O:42][Si:43]([C:46]([CH3:49])([CH3:48])[CH3:47])([CH3:45])[CH3:44])=[CH:16]1)[C:7]1[CH:12]=[CH:11][CH:10]=[CH:9][CH:8]=1>C(Cl)Cl>[CH2:6]([O:13][NH:14][C@H:15]1[CH2:20][NH:19][CH:18]([C:38]([NH2:39])=[O:40])[C:17]([CH2:41][O:42][Si:43]([C:46]([CH3:49])([CH3:48])[CH3:47])([CH3:44])[CH3:45])=[CH:16]1)[C:7]1[CH:12]=[CH:11][CH:10]=[CH:9][CH:8]=1. Procedure details: Diethylamine (0.824 mL, 7.89 mmol) was added to a solution of (5R)-(9H-fluoren-9-yl)methyl 5-((benzyloxy)amino)-3-(((tert-butyldimethylsilyl)oxy)methyl)-2-carbamoyl-5,6-dihydropyridine-1(2H)-carboxylate (Intermediate 162, 0.968 g, 1.58 mmol) in DCM (20 mL) and the resulting solution was allowed to stir at room temperature overnight. The volatiles were removed by evaporation and the residue was purified on silica gel (0-12%, MeOH/DCM, UV 220 nm) to afford the title compound (0.564 g, 91%) as a ye... The reactants are CN(C(CBr)=O)C (N,N-dimethyl-bromoacetamide), II (iodine), solution, C12C3C4=C(C(C5=C(C31)C=CC=C5)C2=O)C=CC=C4 (1,1a,6,10b-tetrahydro-1,6-methano-dibenzo[a,e]cyclopropa[c]cyclohepten-11-one). Reagents/catalysts: [Zn] (zinc), [Zn] (zinc). Run in C1=CC=CC=C1 (benzene), C1=CC=CC=C1 (benzene), CO (methanol), C1=CC=CC=C1 (benzene), C(C)(=O)O (acetic acid). Product: CN(C(CC1(C2C3C4=C(C1C1=C(C32)C=CC=C1)C=CC=C4)O)=O)C (N,N-dimethyl-11-hydroxy-1,1a,6,10b-tetrahydro-1,6-methano-dibenzo[a,e] cyclopropa[c]cycloheptene-11-acetamide). As a reaction SMILES: II.[CH:3]12[C:15](=[O:16])[CH:7]3[C:8]4[CH:14]=[CH:13][CH:12]=[CH:11][C:9]=4[CH:10]1[CH:4]2[C:5]1[CH:20]=[CH:19][CH:18]=[CH:17][C:6]=13.[CH3:21][N:22]([CH3:27])[C:23](=[O:26])[CH2:24]Br>[Zn].C1C=CC=CC=1.CO.C(O)(=O)C>[CH3:21][N:22]([CH3:27])[C:23](=[O:26])[CH2:24][C:15]1([OH:16])[CH:7]2[C:8]3[CH:14]=[CH:13][CH:12]=[CH:11][C:9]=3[CH:10]3[CH:3]1[CH:4]3[C:5]1[CH:20]=[CH:19][CH:18]=[CH:17][C:6]=12. Procedure: An amount of 3.6 g (0.055 mole) of zinc chips and a trace of iodine are placed into a dry reaction vessel; additions are then made of 2 ml of a solution of 7.0 g (0.03 mole) of 1,1a,6,10b-tetrahydro-1,6-methano-dibenzo[a,e]cyclopropa[c]cyclohepten-11-one and 7.1 g (0.039 mole) of N,N-dimethyl-bromoacetamide in 50 ml of abs. benzene, and the whole is refluxed while stirring is maintained; the remainder of the benzene solution is added dropwise in the course of 30 minutes and refluxing subsequentl... Starting materials: CCOC(=O)c1ccc(C(=O)NCc2ccc(Cl)c(Cl)c2)s1, CCO, Cl, [Na+], [OH-]. Product: O=C(O)c1ccc(C(=O)NCc2ccc(Cl)c(Cl)c2)s1. As a reaction SMILES: [CH2:3]([CH3:4])[O:5][C:6](=[O:7])[c:8]1[s:9][c:10]([C:13]([NH:14][CH2:15][c:16]2[cH:17][c:18]([Cl:23])[c:19]([Cl:22])[cH:20][cH:21]2)=[O:24])[cH:11][cH:12]1.[CH3:26][CH2:27][OH:28].[ClH:25].[Na+:2].[OH-:1]>>[O:5]=[C:6]([OH:7])[c:8]1[s:9][c:10]([C:13]([NH:14][CH2:15][c:16]2[cH:17][c:18]([Cl:23])[c:19]([Cl:22])[cH:20][cH:21]2)=[O:24])[cH:11][cH:12]1.